From a dataset of the Open Reaction Database (ORD), a public repository of structured organic reaction records. describe an organic reaction: reactants, conditions, products, and yield Product: I.CC1=C(C=CC=C1)[C@@H]1N=C(N[C@@H]1C1=C(C=CC=C1)C)SC (cis-4,5-bis-(2-Methylphenyl)-2-methylthio-4,5-dihydro-1H-imidazole hydroiodide). The reactants are CC1=C(C=CC=C1)[C@@H]1NC(N[C@@H]1C1=C(C=CC=C1)C)=S (cis-4,5-bis-(2-Methylphenyl)imidazolidine-2-thione), CI (methyl iodide). Run in CCO (EtOH). The yield is 96.3%. Procedure: A mixture of cis-4,5-bis-(2-methylphenyl)imidazolidine-2-thione (29) (6.08 g, 0.0215 mol) and methyl iodide (2.01 mL, 0.0323 mol) in abs. EtOH (50 mL) is heated at 85° C. overnight. The reaction mixture is cooled to rt, concentrated in vacuo, and the residue suspended in Et2O. The insoluble material is filtered to give 8.79 g of the product 46. 1H NMR (DMSO-d6) δ 10.67 (s, 2 H), 7.10-6.90 (m, 8 H), 6.02 (s, 2 H), 2.79 (s, 3 H), 2.16 (s, 6 H); MS: m/z 297 (M++1). RXN SMILES: [CH3:1][C:2]1[CH:7]=[CH:6][CH:5]=[CH:4][C:3]=1[C@H:8]1[C@@H:12]([C:13]2[CH:18]=[CH:17][CH:16]=[CH:15][C:14]=2[CH3:19])[NH:11][C:10](=[S:20])[NH:9]1.[CH3:21][I:22]>CCO>[IH:22].[CH3:19][C:14]1[CH:15]=[CH:16][CH:17]=[CH:18][C:13]=1[C@H:12]1[C@@H:8]([C:3]2[CH:4]=[CH:5][CH:6]=[CH:7][C:2]=2[CH3:1])[NH:9][C:10]([S:20][CH3:21])=[N:11]1 |f:3.4|. The reactants are O=C([O-])[O-], COCCOC, CC1=NOC(c2c(S(C)(=O)=O)ccc(C(=O)Cl)c2Cl)C1, [K+], [K+], O, Cn1nccc1O. Yields the product CC1=NOC(c2c(S(C)(=O)=O)ccc(C(=O)c3cnn(C)c3O)c2Cl)C1. RXN SMILES: [C:28](=[O:29])([O-:30])[O-:31].[CH2:35]([CH2:36][O:37][CH3:38])[O:39][CH3:40].[Cl:1][c:2]1[c:3]([C:4](=[O:5])[Cl:6])[cH:7][cH:8][c:9]([S:17](=[O:18])(=[O:19])[CH3:20])[c:10]1[CH:11]1[CH2:12][C:13]([CH3:16])=[N:14][O:15]1.[K+:32].[K+:33].[OH2:34].[OH:21][c:22]1[cH:23][cH:24][n:25][n:26]1[CH3:27]>>[Cl:1][c:2]1[c:3]([C:4](=[O:5])[c:23]2[c:22]([OH:21])[n:26]([CH3:27])[n:25][cH:24]2)[cH:7][cH:8][c:9]([S:17](=[O:18])(=[O:19])[CH3:20])[c:10]1[CH:11]1[CH2:12][C:13]([CH3:16])=[N:14][O:15]1. Reactants: CSCCC1NC2(CCN(C(=O)OC(C)(C)C)CC2)N(Cc2ccccc2)C1=O, ClCCl, O=C(O)C(F)(F)F, [Na+], O=C([O-])O. Product: CSCCC1NC2(CCNCC2)N(Cc2ccccc2)C1=O. As a reaction SMILES: [CH2:8]([c:9]1[cH:10][cH:11][cH:12][cH:13][cH:14]1)[N:15]1[C:16](=[O:36])[CH:17]([CH2:32][CH2:33][S:34][CH3:35])[NH:18][C:19]12[CH2:20][CH2:21][N:22]([C:25]([O:26][C:27]([CH3:28])([CH3:29])[CH3:30])=[O:31])[CH2:23][CH2:24]2.[Cl:42][CH2:43][Cl:44].[F:1][C:2]([F:3])([F:4])[C:5]([OH:6])=[O:7].[Na+:41].[O-:37][C:38]([OH:39])=[O:40]>>[CH2:8]([c:9]1[cH:10][cH:11][cH:12][cH:13][cH:14]1)[N:15]1[C:16](=[O:36])[CH:17]([CH2:32][CH2:33][S:34][CH3:35])[NH:18][C:19]12[CH2:20][CH2:21][NH:22][CH2:23][CH2:24]2. The reactants are S1C=NC=C1 (thiazole), C(CCC)[Li] (n-butyllithium), CSC1=CC=C(C=O)C=C1 (4-(Methylthio)benzaldehyde). The solvent is C1CCOC1 (THF). Run at temperature -78 celsius, time 10 minute. Yields the product S1C(=NC=C1)C(O)C1=CC=C(C=C1)SC ((1,3-Thiazol-2-yl)[4-(methylthio)phenyl]methanol). RXN SMILES: [S:1]1[CH:5]=[CH:4][N:3]=[CH:2]1.C([Li])CCC.[CH3:11][S:12][C:13]1[CH:20]=[CH:19][C:16]([CH:17]=[O:18])=[CH:15][CH:14]=1>C1COCC1>[S:1]1[CH:5]=[CH:4][N:3]=[C:2]1[CH:17]([C:16]1[CH:19]=[CH:20][C:13]([S:12][CH3:11])=[CH:14][CH:15]=1)[OH:18]. Procedure details: To a −78° C. solution of thiazole (5.0 g, 58.7 mmol) in THF (250 mL) was added n-butyllithium (2.5M in hexanes, 23.5 mL, 58.7 mmol) dropwise and the resulting solution was stirred at −78° C. for 10 min. 4-(Methylthio)benzaldehyde (7.1 mL, 53.4 mmol) was then added at −78° C. The resulting mixture was stirred until completion, and quenched with a saturated aqueous solution of NH4Cl. The mixture was then diluted with EtOAc and HCl 10%, extracted and washed (NaHCO3 (sat.), brine). The organic phase... Run at temperature 90 celsius, time 2 hour. Starting materials: N1=CC=CC=C1 (pyridine), S(=O)([O-])S(=O)[O-].[Na+].[Na+] (sodium hydrosulfite), CC1=C(C(C(=C(C1=O)C)C)=O)CC(=C)C (3,5,6-trimethyl-2-(2-methyl-2-propenyl)-1,4-benzoquinone), NC1=CC=CC=C1 (aniline). Isolated yield 42.8%. Reported procedure: Titanium tetrachloride (2.58 ml, 23.4 mmol) was added dropwise to a solution of pyridine (7.60 ml, 93.6 mmol) in 1,2-dichloroethane (40 ml) and, after completion of the addition, the reaction mixture was heated under reflux for 30 minutes in an argon atmosphere. After cooling of the reaction mixture, a solution of 3,5,6-trimethyl-2-(2-methyl-2-propenyl)-1,4-benzoquinone (2.40 g, 11.7 mmol) and aniline (3.35 ml, 35.1 mmol) in 1,2-dichloroethane (5 ml) was added thereto and the mixture was stirred... Yields the product CC=1C(=C(C(=C(C1C1=CC=CC=C1)C)C)ON)CC(=C)C (3,5,6-Trimethyl-2-(2-methyl-2-propenyl)-4-phenyl-aminophenol). The reagents and catalysts are [Ti](Cl)(Cl)(Cl)Cl (Titanium tetrachloride). RXN SMILES: [N:1]1C=CC=CC=1.[CH3:7][C:8]1[C:13](=O)[C:12]([CH3:15])=[C:11]([CH3:16])[C:10](=[O:17])[C:9]=1[CH2:18][C:19]([CH3:21])=[CH2:20].N[C:23]1[CH:28]=[CH:27][CH:26]=[CH:25][CH:24]=1.S(S([O-])=O)([O-])=O.[Na+].[Na+]>ClCCCl.O.[Ti](Cl)(Cl)(Cl)Cl>[CH3:7][C:8]1[C:9]([CH2:18][C:19]([CH3:21])=[CH2:20])=[C:10]([O:17][NH2:1])[C:11]([CH3:16])=[C:12]([CH3:15])[C:13]=1[C:23]1[CH:28]=[CH:27][CH:26]=[CH:25][CH:24]=1 |f:3.4.5|. Run in ClCCCl (1,2-dichloroethane), O (water), ClCCCl (1,2-dichloroethane).